This data is from the Open Reaction Database (ORD), a public repository of structured organic reaction records. The task is: describe an organic reaction: reactants, conditions, products, and yield The reactants are mixture 1.2, FN1NC(=CC=C1)F (2,6-difluoropyridazine), C(CCC(=O)O)(=O)O.N1CCC(CC1)CCOC1=CC=C(C(=O)OCC)C=C1 (ethyl 4-[2-(4-piperidinyl)ethoxy]benzoate butanedioate), C([O-])([O-])=O.[Na+].[Na+] (sodium carbonate), CN(C=O)C (N,N-dimethylformamide). The solvent is O (water). The product is FC1=CC=C(N=N1)N1CCC(CC1)CCOC1=CC=C(C(=O)OCC)C=C1 (ethyl 4-[2-[1-(6-fluoro-3-pyridazinyl)-4-piperidinyl]ethoxy]benzoate). Isolated yield 64.3%. As a reaction SMILES: F[N:2]1[CH:7]=[CH:6][CH:5]=[C:4]([F:8])[NH:3]1.C(O)(=O)CCC(O)=O.[NH:17]1[CH2:22][CH2:21][CH:20]([CH2:23][CH2:24][O:25][C:26]2[CH:36]=[CH:35][C:29]([C:30]([O:32][CH2:33][CH3:34])=[O:31])=[CH:28][CH:27]=2)[CH2:19][CH2:18]1.C(=O)([O-])[O-].[Na+].[Na+].CN(C)C=O>O>[F:8][C:4]1[N:3]=[N:2][C:7]([N:17]2[CH2:18][CH2:19][CH:20]([CH2:23][CH2:24][O:25][C:26]3[CH:27]=[CH:28][C:29]([C:30]([O:32][CH2:33][CH3:34])=[O:31])=[CH:35][CH:36]=3)[CH2:21][CH2:22]2)=[CH:6][CH:5]=1 |f:1.2,3.4.5|. Reported procedure: A mixture 1.2 parts of 2,6-difluoropyridazine, 4 parts of ethyl 4-[2-(4-piperidinyl)ethoxy]benzoate butanedioate(1:1), 5.3 parts of sodium carbonate and 141 parts of N,N-dimethylformamide was stirred for 48 hours at 60° C. After cooling, the reaction mixture was poured into water. The precipitated product was filtered off, washed with water and dissolved in trichloromethane. The organic layer was dried, filtered and evaporated. The residue was crystallized from 2-propanol. The product was filter... Starting materials: CS(C)=O, O=[N+]([O-])c1cc(Cl)c(Cl)cc1Cl, CCOC(=O)c1c(N)sc2ccccc12. The product is CCOC(=O)c1c(Nc2cc(Cl)c(Cl)cc2[N+](=O)[O-])sc2ccccc12. As a reaction SMILES: [CH3:28][S:29](=[O:30])[CH3:31].[Cl:16][c:17]1[c:18]([N+:25](=[O:26])[O-:27])[cH:19][c:20]([Cl:24])[c:21]([Cl:23])[cH:22]1.[NH2:1][c:2]1[c:3]([C:11](=[O:12])[O:13][CH2:14][CH3:15])[c:4]2[c:5]([s:6]1)[cH:7][cH:8][cH:9][cH:10]2>>[NH:1]([c:2]1[c:3]([C:11](=[O:12])[O:13][CH2:14][CH3:15])[c:4]2[c:5]([s:6]1)[cH:7][cH:8][cH:9][cH:10]2)[c:17]1[c:18]([N+:25](=[O:26])[O-:27])[cH:19][c:20]([Cl:24])[c:21]([Cl:23])[cH:22]1.